From a dataset of the Open Reaction Database (ORD), a public repository of structured organic reaction records. describe an organic reaction: reactants, conditions, products, and yield Reactants: NS(=O)(=O)c1ccc(F)c(Cl)c1, CN1CCC(F)(CO)CC1, [H-], [Na+], C1CCOC1. The product is CN1CCC(F)(COc2ccc(S(N)(=O)=O)cc2Cl)CC1. Reaction SMILES: [Cl:13][c:14]1[cH:15][c:16]([S:21](=[O:22])(=[O:23])[NH2:24])[cH:17][cH:18][c:19]1[F:20].[F:1][C:2]1([CH2:9][OH:10])[CH2:3][CH2:4][N:5]([CH3:8])[CH2:6][CH2:7]1.[H-:11].[Na+:12].[O:25]1[CH2:26][CH2:27][CH2:28][CH2:29]1>>[F:1][C:2]1([CH2:9][O:10][c:19]2[c:14]([Cl:13])[cH:15][c:16]([S:21](=[O:22])(=[O:23])[NH2:24])[cH:17][cH:18]2)[CH2:3][CH2:4][N:5]([CH3:8])[CH2:6][CH2:7]1. Reactants: C(C=C)Br (Allyl bromide), ClC=1C=C(C=CC1)[C@H]1CC(C(N([C@@H]1C1=CC=C(C=C1)Cl)CC1=C(C=C(C=C1)OC)OC)=O)C ((5R,6S)-5-(3-chlorophenyl)-6-(4-chlorophenyl)-1-(2,4-dimethoxybenzyl)-3-methylpiperidin-2-one), [Li+].C[Si](C)(C)[N-][Si](C)(C)C (LHMDS). Solvent: C1CCOC1 (THF). Run at temperature 40 celsius. The product is C(C=C)C1(C(N([C@@H]([C@H](C1)C1=CC(=CC=C1)Cl)C1=CC=C(C=C1)Cl)CC1=C(C=C(C=C1)OC)OC)=O)C ((5R,6S)-3-allyl-5-(3-chlorophenyl)-6-(4-chlorophenyl)-1-(2,4-dimethoxybenzyl)-3-methylpiperidin-2-one). Isolated yield 141.8%. As a reaction SMILES: [Cl:1][C:2]1[CH:3]=[C:4]([C@@H:8]2[C@@H:13]([C:14]3[CH:19]=[CH:18][C:17]([Cl:20])=[CH:16][CH:15]=3)[N:12]([CH2:21][C:22]3[CH:27]=[CH:26][C:25]([O:28][CH3:29])=[CH:24][C:23]=3[O:30][CH3:31])[C:11](=[O:32])[CH:10]([CH3:33])[CH2:9]2)[CH:5]=[CH:6][CH:7]=1.[CH2:34](Br)[CH:35]=C.[Li+].[CH3:39][Si]([N-][Si](C)(C)C)(C)C>C1COCC1>[CH2:33]([C:10]1([CH3:39])[CH2:9][C@H:8]([C:4]2[CH:5]=[CH:6][CH:7]=[C:2]([Cl:1])[CH:3]=2)[C@@H:13]([C:14]2[CH:15]=[CH:16][C:17]([Cl:20])=[CH:18][CH:19]=2)[N:12]([CH2:21][C:22]2[CH:27]=[CH:26][C:25]([O:28][CH3:29])=[CH:24][C:23]=2[O:30][CH3:31])[C:11]1=[O:32])[CH:34]=[CH2:35] |f:2.3|. Procedure: A solution of (5R,6S)-5-(3-chlorophenyl)-6-(4-chlorophenyl)-1-(2,4-dimethoxybenzyl)-3-methylpiperidin-2-one (Example 71, Step B, mixture of C-3 diastereomers) (117.0 g, 242 mmol) in anhydrous THF (966 mL) was degassed by bubbling argon through the solution for 20 minutes. Allyl bromide (105 mL, 1208 mmol) was added followed by the addition of LHMDS (725 mL, 725 mmol) over 20 minutes. The reaction mixture was heated at 40° C. under argon for 5 hours. The reaction mixture was cooled to rt. and the... The solvent is C1CCOC1 (THF), CO (methanol), O (water). Product: C(=O)(O)COC1=CC=C(C=C1)C1=C2C=CC=CC2=CC2=C1C1=C(S2)C=C(C=C1)OCC(=O)O ([11-(4-Carboxymethoxy-phenyl)-benzo[b]naphtho[2,3-d]thiophen-3-yloxy]-acetic acid). Procedure details: 1.0 N Aqueous potassium hydroxide (8.0 mL, 8.0 mmol) was added to a stirred suspension of [11 -(4-methoxycarbonylmethoxy-phenyl)-benzo[b]naphtho[2,3-d ]thiophen-3-yloxy]-acetic acid methyl ester (0.750 g, 1.54 mmol) in THF (20 mL) and methanol (13 mL). Dissolution occurred. After 3 h at ambient temperature, the reaction mixture was diluted with water and extracted with ether (100 mL). The aqueous phase was acidified with 10% aqueous HCl and filtered. The solid was washed with water and triturate... Run at time 3 hour. The reactants are [OH-].[K+] (potassium hydroxide), COC(COC=1C=CC2=C(SC3=C2C(=C2C=CC=CC2=C3)C3=CC=C(C=C3)OCC(=O)OC)C1)=O ([11 -(4-methoxycarbonylmethoxy-phenyl)-benzo[b]naphtho[2,3-d ]thiophen-3-yloxy]-acetic acid methyl ester). Yield: 71.0%. Reaction SMILES: [OH-].[K+].C[O:4][C:5](=[O:37])[CH2:6][O:7][C:8]1[CH:9]=[CH:10][C:11]2[C:15]3[C:16]([C:24]4[CH:29]=[CH:28][C:27]([O:30][CH2:31][C:32]([O:34]C)=[O:33])=[CH:26][CH:25]=4)=[C:17]4[C:22](=[CH:23][C:14]=3[S:13][C:12]=2[CH:36]=1)[CH:21]=[CH:20][CH:19]=[CH:18]4>C1COCC1.CO.O>[C:32]([CH2:31][O:30][C:27]1[CH:28]=[CH:29][C:24]([C:16]2[C:15]3[C:11]4[CH:10]=[CH:9][C:8]([O:7][CH2:6][C:5]([OH:37])=[O:4])=[CH:36][C:12]=4[S:13][C:14]=3[CH:23]=[C:22]3[C:17]=2[CH:18]=[CH:19][CH:20]=[CH:21]3)=[CH:25][CH:26]=1)([OH:34])=[O:33] |f:0.1|. Starting materials: C[Si](C)(C)C#CC=1C=C2C(CCSC2=CC1C)(C)C (trimethylsilyl (4,4,7-trimethyl-thiochroman-6-yl) ethyne), CC1(CCSC2=CC(=C(C=C12)C#C[Si](C)(C)C)C)C (4,4,7-Trimethyl-6-trimethylsilylethynyl-thiochroman), [OH-].[K+] (potassium hydroxide). Solvent: C(C)(C)O (isopropanol). Reaction conditions: time 16 hour. Product: CC1(CCSC2=CC(=C(C=C12)C#C)C)C (4,4,7-Trimethyl-6-ethynyl-Thiochroman). Reaction SMILES: C[Si]([C:5]#[C:6][C:7]1[CH:8]=[C:9]2[C:14](=[CH:15][C:16]=1[CH3:17])[S:13][CH2:12][CH2:11][C:10]2([CH3:19])[CH3:18])(C)C.[OH-].[K+]>C(O)(C)C>[CH3:18][C:10]1([CH3:19])[C:9]2[C:14](=[CH:15][C:16]([CH3:17])=[C:7]([C:6]#[CH:5])[CH:8]=2)[S:13][CH2:12][CH2:11]1 |f:1.2|. Procedure details: A mixture of 380 mg (1.69 mmol of trimethylsilyl (4,4,7-trimethyl-thiochroman-6-yl) ethyne, (Compound 67) 4 ml of isopropanol and 2.5 ml of aqueous 1N potassium hydroxide was degassed under nitrogen and stirred at room temperature for 16 h. The mixture was concentrated under vacuum and extracted with 2×10 ml of ether. The ether extracts were combined and washed successively with water and saturated NaCl solution and then dried (MgSO4). The solvent was removed in vacuo to give the title compound ... Starting materials: compound 6, CC=1SC2=C(N1)C=CC(=C2)O (2-methylbenzothiazol-6-ol), O1C=NC2=C1C=CC=C2 (benzoxazole). The product is CC=1SC2=C(N1)C=CC(=C2)OCC2OC2 (2-methyl-6-(oxiran-2-ylmethoxy)benzothiazole). Reaction SMILES: [CH3:1][C:2]1[S:3][C:4]2[CH:10]=[C:9]([OH:11])[CH:8]=[CH:7][C:5]=2[N:6]=1.[O:12]1[C:16]2[CH:17]=[CH:18]C=CC=2N=C1>>[CH3:1][C:2]1[S:3][C:4]2[CH:10]=[C:9]([O:11][CH2:18][CH:17]3[CH2:16][O:12]3)[CH:8]=[CH:7][C:5]=2[N:6]=1. Procedure: Compound 51 was prepared in the manner of compound 6 substituting compound 50 for compound 8 in part C-5 of Example 1. Starting materials: C(C1=CC=CC=C1)N1CC=CC1 (1-benzyl-3-pyrroline), S(O)(O)(=O)=O (sulfuric acid), O (water), (NH4)2S2O8, C(C1=CC=CC=C1)N (benzylamine). The solvent is CC(=O)C (acetone), CC(=O)C (acetone). Yields the product C(C1=CC=CC=C1)N1CC(C(C1)NCC1=CC=CC=C1)O (1-benzyl-4-benzylamino-3-pyrrolidinol). Isolated yield 74.0%. Reaction SMILES: [CH2:1]([N:8]1[CH2:12][CH:11]=[CH:10][CH2:9]1)[C:2]1[CH:7]=[CH:6][CH:5]=[CH:4][CH:3]=1.S(=O)(=O)(O)O.[OH2:18].[CH2:19]([NH2:26])[C:20]1[CH:25]=[CH:24][CH:23]=[CH:22][CH:21]=1>CC(C)=O>[CH2:1]([N:8]1[CH2:12][CH:11]([NH:26][CH2:19][C:20]2[CH:25]=[CH:24][CH:23]=[CH:22][CH:21]=2)[CH:10]([OH:18])[CH2:9]1)[C:2]1[CH:7]=[CH:6][CH:5]=[CH:4][CH:3]=1. Reported procedure: To a solution of 15.9 g (0.1 mol) of 1-benzyl-3-pyrroline, 12.0 g (0.12 mol) of 98% sulfuric acid, 15.0 g of water, and 60.0 g of acetone in a quartz round flask reactor, 45.6 g (0.20 mol) of (NH4)2S2O8 (ammonium peroxydisulfate produced by Mitsubishi Gas Chemical Industry Co., Ltd.) was added with stirring and allowed to react for 5 days at room temperature with irradiation by 500 W Xe lamps (UXL-500D xenon lamp produced by Ushio). After evaporation of acetone under reduced pressure, continuous... The reactants are [Al+3], [Cl-], [Cl-], [Cl-], COC(Cl)Cl, ClCCl, [K+], [K+], O=C([O-])[O-], O, CN(C)CCCn1c2ccccc2c2ccccc21. Product: CN(C)CCCn1c2ccccc2c2cc(C=O)ccc21. RXN SMILES: [Al+3:21].[Cl-:20].[Cl-:22].[Cl-:23].[Cl:24][CH:25]([O:26][CH3:28])[Cl:27].[Cl:35][CH2:36][Cl:37].[K+:29].[K+:30].[O-:31][C:32]([O-:33])=[O:34].[OH2:38].[cH:1]1[cH:2][cH:3][cH:4][c:5]2[c:6]3[cH:7][cH:8][cH:9][cH:10][c:11]3[n:12]([CH2:14][CH2:15][CH2:16][N:17]([CH3:18])[CH3:19])[c:13]12>>[cH:1]1[cH:2][cH:3][cH:4][c:5]2[c:6]3[cH:7][c:8]([CH:25]=[O:26])[cH:9][cH:10][c:11]3[n:12]([CH2:14][CH2:15][CH2:16][N:17]([CH3:18])[CH3:19])[c:13]12. Reactants: COC(=O)c1ccc(Br)cc1C, O=C([O-])[O-], CN1CCNCC1, [Cs+], [Cs+], CC(=O)[O-], CC(=O)[O-], C1COCCO1, [Pd+2]. The product is COC(=O)c1ccc(N2CCN(C)CC2)cc1C. Reaction SMILES: [Br:1][c:2]1[cH:3][c:4]([CH3:12])[c:5]([C:6](=[O:7])[O:8][CH3:9])[cH:10][cH:11]1.[C:13](=[O:14])([O-:15])[O-:16].[CH3:19][N:20]1[CH2:21][CH2:22][NH:23][CH2:24][CH2:25]1.[Cs+:17].[Cs+:18].[O-:27][C:28]([CH3:29])=[O:30].[O-:31][C:32]([CH3:33])=[O:34].[O:35]1[CH2:36][CH2:37][O:38][CH2:39][CH2:40]1.[Pd+2:26]>>[c:2]1([N:23]2[CH2:22][CH2:21][N:20]([CH3:19])[CH2:25][CH2:24]2)[cH:3][c:4]([CH3:12])[c:5]([C:6](=[O:7])[O:8][CH3:9])[cH:10][cH:11]1.